From a dataset of the Open Reaction Database (ORD), a public repository of structured organic reaction records. describe an organic reaction: reactants, conditions, products, and yield The reactants are NC1=C(C(=O)C2=C(C=CC=C2)[N+](=O)[O-])C=CC=C1 (2-amino-2'- nitrobenzophenone), cuprous chloride, Cl (hydrochloric acid), Cl (hydrochloric acid), N(=O)[O-].[Na+] (sodium nitrite). Solvent: O (water). Product: ClC1=C(C(=O)C2=C(C=CC=C2)[N+](=O)[O-])C=CC=C1 (2-chloro-2'-nitrobenzophenone). As a reaction SMILES: N[C:2]1[CH:18]=[CH:17][CH:16]=[CH:15][C:3]=1[C:4]([C:6]1[CH:11]=[CH:10][CH:9]=[CH:8][C:7]=1[N+:12]([O-:14])=[O:13])=[O:5].[ClH:19].N([O-])=O.[Na+]>O>[Cl:19][C:2]1[CH:18]=[CH:17][CH:16]=[CH:15][C:3]=1[C:4]([C:6]1[CH:11]=[CH:10][CH:9]=[CH:8][C:7]=1[N+:12]([O-:14])=[O:13])=[O:5] |f:2.3|. Procedure details: A stirred solution of 75 g. of 2-amino-2'- nitrobenzophenone in 700 ml. of hot concentrated hydrochloric acid is cooled to 0° and a solution of 21.5 g. of sodium nitrite in 50 ml. of water is added in the course of 3 hours. The temperature of the suspension is kept at 2-7° during the addition. The resulting clear solution is poured into a stirred solution of 37 g. of cuprous chloride in 350 ml. of hydrochloric acid 1:1. The solid which has formed after a few minutes is filtered off, washed with ... The reactants are NC1CCN(CC1)C(=O)OCC (ethyl 4-amino-1-piperidinecarboxylate), ClC1=C(C=C(C=C1)Cl)[N+](=O)[O-] (1,4-dichloro-2-nitrobenzene), C([O-])([O-])=O.[Na+].[Na+] (sodium carbonate), [I-].[K+] (potassium iodide), C1(CCCCC1)O (cyclohexanol). Run in O (water), C1(=CC=CC=C1)C (toluene). Run at temperature 150 celsius, time 40 hour. The product is C(=O)(OCC)N1CCC(CC1)NC1=C(C=C(C=C1)Cl)[N+](=O)[O-] (1-Carbethoxy-4-(2-nitro-4-chloroanilino)-piperidine). RXN SMILES: [NH2:1][CH:2]1[CH2:7][CH2:6][N:5]([C:8]([O:10][CH2:11][CH3:12])=[O:9])[CH2:4][CH2:3]1.Cl[C:14]1[CH:19]=[CH:18][C:17]([Cl:20])=[CH:16][C:15]=1[N+:21]([O-:23])=[O:22].C(=O)([O-])[O-].[Na+].[Na+].[I-].[K+].C1(O)CCCCC1>O.C1(C)C=CC=CC=1>[C:8]([N:5]1[CH2:4][CH2:3][CH:2]([NH:1][C:14]2[CH:19]=[CH:18][C:17]([Cl:20])=[CH:16][C:15]=2[N+:21]([O-:23])=[O:22])[CH2:7][CH2:6]1)([O:10][CH2:11][CH3:12])=[O:9] |f:2.3.4,5.6|. Reported procedure: A mixture of 0.25 mole of ethyl 4-amino-1-piperidinecarboxylate, 0.3 mole of 1,4-dichloro-2-nitrobenzene, 0.3 mole of sodium carbonate, 0.2 g of potassium iodide and 160 ml of cyclohexanol was stirred at 150° C. for 40 hours. After the mixture had been cooled, toluene and water were added and the organic layer was separated off, washed three times with water, dried and evaporated. The oily residue was dissolved in hot diisopropyl ether and the solution was stirred under reflux with active charco... Starting materials: [Al+3], CCOC(=O)c1ccc(-n2nc(C)c(-c3ccccc3)c2C)nc1, [F-], [H-], [H-], [H-], [H-], [K+], [Li+], [Na+], [Na+], C1CCOC1, O, O, O, O, O, O, O, O, O, O, O=S(=O)([O-])[O-]. Yields the product Cc1nn(-c2ccc(CO)cn2)c(C)c1-c1ccccc1. As a reaction SMILES: [Al+3:2].[CH3:7][c:8]1[n:9][n:10](-[c:20]2[n:21][cH:22][c:23]([C:24](=[O:25])[O:26][CH2:27][CH3:28])[cH:29][cH:30]2)[c:11]([CH3:19])[c:12]1-[c:13]1[cH:14][cH:15][cH:16][cH:17][cH:18]1.[F-:48].[H-:1].[H-:4].[H-:5].[H-:6].[K+:49].[Li+:3].[Na+:46].[Na+:47].[O:50]1[CH2:51][CH2:52][CH2:53][CH2:54]1.[OH2:31].[OH2:32].[OH2:33].[OH2:34].[OH2:35].[OH2:36].[OH2:37].[OH2:38].[OH2:39].[OH2:40].[S:41]([O-:42])([O-:43])(=[O:44])=[O:45]>>[CH3:7][c:8]1[n:9][n:10](-[c:20]2[n:21][cH:22][c:23]([CH2:24][OH:25])[cH:29][cH:30]2)[c:11]([CH3:19])[c:12]1-[c:13]1[cH:14][cH:15][cH:16][cH:17][cH:18]1. Starting materials: CO, COC(=O)c1ccc(S(C)(=O)=O)c(-c2ccccc2)c1Cl, [Na+], [OH-]. Yields the product CS(=O)(=O)c1ccc(C(=O)O)c(Cl)c1-c1ccccc1. As a reaction SMILES: [CH3:24][OH:25].[Cl:1][c:2]1[c:3]([C:4](=[O:5])[O:6][CH3:7])[cH:8][cH:9][c:10]([S:18](=[O:19])(=[O:20])[CH3:21])[c:11]1-[c:12]1[cH:13][cH:14][cH:15][cH:16][cH:17]1.[Na+:23].[OH-:22]>>[Cl:1][c:2]1[c:3]([C:4](=[O:5])[OH:6])[cH:8][cH:9][c:10]([S:18](=[O:19])(=[O:20])[CH3:21])[c:11]1-[c:12]1[cH:13][cH:14][cH:15][cH:16][cH:17]1. The reactants are C(C)OC(CC(CCC)N1C(N(C2=C1C=CC=C2)CC=2C=C(N1C=C(C=C(C21)Cl)Cl)C)=O)=O (3-[3-(6,8-Dichloro-3-methyl-indolizin-1-ylmethyl)-2-oxo-2,3-dihydro-benzimidazol-1-yl]-hexanoic acid ethyl ester), [Li+].[OH-] (LiOH). Solvent: O1CCOCC1 (1,4-dioxane), O (water). Reaction conditions: time 4 hour. The product is ClC1=CN2C(=CC(=C2C(=C1)Cl)CN1C(N(C2=C1C=CC=C2)C(CC(=O)O)CCC)=O)C (3-{3-[(6,8-dichloro-3-methylindolizin-1-yl)methyl]-2-oxo-2,3-dihydro-1H-benzimidazol-1-yl}hexanoic acid). RXN SMILES: C([O:3][C:4](=[O:33])[CH2:5][CH:6]([N:10]1[C:14]2[CH:15]=[CH:16][CH:17]=[CH:18][C:13]=2[N:12]([CH2:19][C:20]2[CH:21]=[C:22]([CH3:31])[N:23]3[C:28]=2[C:27]([Cl:29])=[CH:26][C:25]([Cl:30])=[CH:24]3)[C:11]1=[O:32])[CH2:7][CH2:8][CH3:9])C.[Li+].[OH-]>O1CCOCC1.O>[Cl:30][C:25]1[CH:26]=[C:27]([Cl:29])[C:28]2[N:23]([C:22]([CH3:31])=[CH:21][C:20]=2[CH2:19][N:12]2[C:13]3[CH:18]=[CH:17][CH:16]=[CH:15][C:14]=3[N:10]([CH:6]([CH2:7][CH2:8][CH3:9])[CH2:5][C:4]([OH:33])=[O:3])[C:11]2=[O:32])[CH:24]=1 |f:1.2|. Procedure details: To a solution of 3-[3-(6,8-Dichloro-3-methyl-indolizin-1-ylmethyl)-2-oxo-2,3-dihydro-benzimidazol-1-yl]-hexanoic acid ethyl ester (20 mg, 0.041 mmol) in 1,4-dioxane (5 mL) and water (1 mL) was added LiOH (2 mg, 0.082 mmol) at room temperature. The solution was stirred at the same temperature for 4 hours. The solution was concentrated and water was added to the residue. The solution was acidified by 12N HCl in an ice-bath. The solid that preciptate out from the solution was collected by filtratio... Reactants: ClC1=CC(=NC=C1)C(=O)O (4-chloropicolinic acid), NCC1CCN(CC1)C(=O)OCC1=CC=CC=C1 (benzyl 4-(aminomethyl)piperidine-1-carboxylate). The solvent is C([O-])(O)=O.[Na+] (sodium bicarbonate), CS(=O)C (DMSO). Conditions: temperature 140 celsius. Yields the product C(C1=CC=CC=C1)OC(=O)N1CCC(CC1)CNC1=CC(=NC=C1)C(=O)O (4-[(1-benzyloxycarbonyl-piperidin-4-ylmethyl)-amino]-pyridine-2-carboxylic acid). RXN SMILES: Cl[C:2]1[CH:7]=[CH:6][N:5]=[C:4]([C:8]([OH:10])=[O:9])[CH:3]=1.[NH2:11][CH2:12][CH:13]1[CH2:18][CH2:17][N:16]([C:19]([O:21][CH2:22][C:23]2[CH:28]=[CH:27][CH:26]=[CH:25][CH:24]=2)=[O:20])[CH2:15][CH2:14]1>CS(C)=O.C(=O)(O)[O-].[Na+]>[CH2:22]([O:21][C:19]([N:16]1[CH2:17][CH2:18][CH:13]([CH2:12][NH:11][C:2]2[CH:7]=[CH:6][N:5]=[C:4]([C:8]([OH:10])=[O:9])[CH:3]=2)[CH2:14][CH2:15]1)=[O:20])[C:23]1[CH:28]=[CH:27][CH:26]=[CH:25][CH:24]=1 |f:3.4|. Procedure: To a solution of 4-chloropicolinic acid (0.8 gm, 0.0051 mol) in DMSO (4 mL) was added benzyl 4-(aminomethyl)piperidine-1-carboxylate (2.5 gm, 0.010 mol) and the mixture warmed to 140° C. for 18 h. The reaction was cooled and diluted with 10% sodium bicarbonate (100 mL) and washed with ether (2×25 mL). The aqueous extract was washed with dichloromethane (3×50 mL), and the dichloromethane extract dried over sodium sulfate and concentrated to an oil (2.4 gm). The oil was chromatographed on silica u... Starting materials: C=CCC(C)(C)C(O)Cc1ccccc1, CS(C)=O, ClCCl, O, O=S(=O)=O, c1ccncc1. Yields the product C=CCC(C)(C)C(=O)Cc1ccccc1. Reaction SMILES: [CH3:1][C:2]([CH:3]([CH2:4][c:5]1[cH:6][cH:7][cH:8][cH:9][cH:10]1)[OH:11])([CH2:12][CH:13]=[CH2:14])[CH3:15].[CH3:30][S:31]([CH3:32])=[O:33].[Cl:27][CH2:28][Cl:29].[OH2:26].[S:22](=[O:23])(=[O:24])=[O:25].[n:16]1[cH:17][cH:18][cH:19][cH:20][cH:21]1>>[CH3:1][C:2]([C:3]([CH2:4][c:5]1[cH:6][cH:7][cH:8][cH:9][cH:10]1)=[O:11])([CH2:12][CH:13]=[CH2:14])[CH3:15]. Starting materials: O=C(NC1CCNC1)C12CC3CC(CC(C3)C1)C2, Cc1ccc(S(=O)(=O)OCCc2ccc(F)cc2)cc1. Yields the product O=C(NC1CCN(CCc2ccc(F)cc2)C1)C12CC3CC(CC(C3)C1)C2. RXN SMILES: [NH:1]1[CH2:2][CH:3]([NH:6][C:7](=[O:8])[C:9]23[CH2:10][CH:11]4[CH2:12][CH:13]([CH2:14][CH:15]([CH2:16]2)[CH2:17]4)[CH2:18]3)[CH2:4][CH2:5]1.[c:19]1([CH3:20])[cH:21][cH:22][c:23]([S:24]([O:25][CH2:29][CH2:30][c:31]2[cH:32][cH:33][c:34]([F:37])[cH:35][cH:36]2)(=[O:26])=[O:27])[cH:28][cH:38]1>>[N:1]1([CH2:29][CH2:30][c:31]2[cH:32][cH:33][c:34]([F:37])[cH:35][cH:36]2)[CH2:2][CH:3]([NH:6][C:7](=[O:8])[C:9]23[CH2:10][CH:11]4[CH2:12][CH:13]([CH2:14][CH:15]([CH2:16]2)[CH2:17]4)[CH2:18]3)[CH2:4][CH2:5]1.